Dataset: the Open Reaction Database (ORD), a public repository of structured organic reaction records. Task: describe an organic reaction: reactants, conditions, products, and yield Starting materials: CCO, O=[N+]([O-])c1ccccc1S(=O)(=O)NC1CCN(Cc2ccccc2)CC1, [Na+], [Na+], O, O, O, O=S([O-])S(=O)[O-]. The product is Nc1ccccc1S(=O)(=O)NC1CCN(Cc2ccccc2)CC1. RXN SMILES: [CH3:37][CH2:38][OH:39].[N+:1]([O-:2])(=[O:3])[c:4]1[c:5]([S:10](=[O:11])(=[O:12])[NH:13][CH:14]2[CH2:15][CH2:16][N:17]([CH2:20][c:21]3[cH:22][cH:23][cH:24][cH:25][cH:26]3)[CH2:18][CH2:19]2)[cH:6][cH:7][cH:8][cH:9]1.[Na+:35].[Na+:36].[OH2:27].[OH2:28].[OH2:40].[S:29]([S:30]([O-:31])=[O:32])([O-:33])=[O:34]>>[NH2:1][c:4]1[c:5]([S:10](=[O:11])(=[O:12])[NH:13][CH:14]2[CH2:15][CH2:16][N:17]([CH2:20][c:21]3[cH:22][cH:23][cH:24][cH:25][cH:26]3)[CH2:18][CH2:19]2)[cH:6][cH:7][cH:8][cH:9]1. The reactants are O=CC1=CC(O)=C(OC)C=C1 (isovanillin), C1(CCCC1)Cl (cyclopentyl chloride), O=CC1=CC(O)=C(OC)C=C1 (isovanillin), C([O-])([O-])=O.[K+].[K+] (potassium carbonate). The solvent is CN(C=O)C (dimethylformamide). Conditions: temperature 122.5 celsius, time 1.5 hour. Yields the product C1(CCCC1)OC=1C=C(C=O)C=CC1OC (3-Cyclopentyloxy-4-methoxybenzaldehyde). RXN SMILES: [CH:1]1(Cl)[CH2:5][CH2:4][CH2:3][CH2:2]1.[O:7]=[CH:8][C:9]1[CH:17]=[CH:16][C:13]([O:14][CH3:15])=[C:11]([OH:12])[CH:10]=1.C(=O)([O-])[O-].[K+].[K+]>CN(C)C=O>[CH:1]1([O:12][C:11]2[CH:10]=[C:9]([CH:17]=[CH:16][C:13]=2[O:14][CH3:15])[CH:8]=[O:7])[CH2:5][CH2:4][CH2:3][CH2:2]1 |f:2.3.4|. Procedure: A mixture of cyclopentyl chloride (8.48 g, 0.08 moles), isovanillin (6.12 g, 0.04 moles) and potassium carbonate (1.1 g, 0.08 moles) in dimethylformamide (4.04 g) was stirred in the reactor (100 mL) at 120 to 125° C. for 1.5 hours. A sample was taken to verify the batch conversion. Result (GC): 0.5 area % isovanillin (target:≦1.0 area %). The mixture was cooled to 20° C. and filtered to remove the solid (potassium bicarbonate, potassium chloride). The wet cake was washed with methanol. Reactants: CCCc1nc2c(C)cccc2n1Cc1ccc(OC(C(=O)OCC)c2ccccc2)cc1, CCO, [Na+], [OH-]. The product is CCCc1nc2c(C)cccc2n1Cc1ccc(OC(C(=O)O)c2ccccc2)cc1. As a reaction SMILES: [CH2:1]([CH2:2][CH3:3])[c:4]1[n:5][c:6]2[c:7]([n:8]1[CH2:9][c:10]1[cH:11][cH:12][c:13]([O:16][CH:17]([c:18]3[cH:19][cH:20][cH:21][cH:22][cH:23]3)[C:24](=[O:25])[O:26][CH2:27][CH3:28])[cH:14][cH:15]1)[cH:29][cH:30][cH:31][c:32]2[CH3:33].[CH3:36][CH2:37][OH:38].[Na+:35].[OH-:34]>>[CH2:1]([CH2:2][CH3:3])[c:4]1[n:5][c:6]2[c:7]([n:8]1[CH2:9][c:10]1[cH:11][cH:12][c:13]([O:16][CH:17]([c:18]3[cH:19][cH:20][cH:21][cH:22][cH:23]3)[C:24](=[O:25])[OH:26])[cH:14][cH:15]1)[cH:29][cH:30][cH:31][c:32]2[CH3:33]. Reactants: C(C(=O)Cl)(=O)Cl (Oxalyl chloride), C(CCCC)C12CCC(CC1)(CC2)C(=O)O (4-pentylbicyclo[2.2.2]octane-1-carboxylic acid). Solvent: C(Cl)Cl (methylene chloride). Reaction conditions: time 3 hour. Product: C(CCCC)C12CCC(CC1)(CC2)C(=O)Cl (4-pentylbicyclo[2.2.2]octane-1-carbonyl chloride). RXN SMILES: [C:1](Cl)(=O)[C:2]([Cl:4])=[O:3].[CH2:7]([C:12]12[CH2:19][CH2:18]C(C(O)=O)([CH2:16][CH2:17]1)[CH2:14][CH2:13]2)[CH2:8][CH2:9][CH2:10][CH3:11]>C(Cl)Cl>[CH2:7]([C:12]12[CH2:19][CH2:18][C:1]([C:2]([Cl:4])=[O:3])([CH2:14][CH2:13]1)[CH2:16][CH2:17]2)[CH2:8][CH2:9][CH2:10][CH3:11]. Procedure details: Oxalyl chloride (505 μL, 5.79 mmol) was added dropwise to a mixture of 4-pentylbicyclo[2.2.2]octane-1-carboxylic acid (3-A) in methylene chloride (10 mL). The solution was stirred at room temperature for 3 h and then concentrated in vacuo to give 4-pentylbicyclo[2.2.2]octane-1-carbonyl chloride (3-B). 1H NMR (500 MHz, CDCl3): δ 0.90 (t, 3H); 1.21 (m, 8H); 1.45 (m, 6H); 1.88 (m, 6H) ppm.